The task is: describe an organic reaction: reactants, conditions, products, and yield. This data is from the Open Reaction Database (ORD), a public repository of structured organic reaction records. Starting materials: CC=1C=C(C=CC1[N+](=O)[O-])O (3-methyl-4-nitrophenol), ClC=1C=C(C=CC1)O (3-chlorophenol), C1(CC(C)O1)=O (beta-butyrolactone). Yields the product O(C1=CC=CC=C1)C(C(=O)O)CC (phenoxybutyric acid). Yield: 13.0%. RXN SMILES: C[C:2]1[CH:3]=[C:4]([OH:11])[CH:5]=[CH:6][C:7]=1[N+]([O-])=O.ClC1C=C(O)C=CC=1.[C:20]1(=[O:25])[O:24][CH:22]([CH3:23])[CH2:21]1>>[O:11]([CH:21]([CH2:22][CH3:23])[C:20]([OH:25])=[O:24])[C:4]1[CH:3]=[CH:2][CH:7]=[CH:6][CH:5]=1. Procedure: By the two-step method of Preparations G1/G2 and G3/G4, 3-methyl-4-nitrophenol and 3-chlorophenol were reacted with beta-butyrolactone and the intermediate phenoxybutyric acid derivative cyclized to form, respectively, 2,7-dimethyl-6-nitrochroman-4-one [overall yield 13.0%; m.p. 110°-113° C.;